Task: describe an organic reaction: reactants, conditions, products, and yield. Dataset: the Open Reaction Database (ORD), a public repository of structured organic reaction records Reactants: [OH-].[Na+] (sodium hydroxide), FC(C1=C(OC2C(CC2)=O)C=CC=C1)(F)F (2-[2-(trifluoromethyl)phenoxy]cyclobutanone), NCCO (2-aminoethanol), C(C)(=O)O[BH-](OC(C)=O)OC(C)=O.[Na+] (sodium triacetoxyborohydride). Run in ClCCCl (1,2-dichloroethane), C(C)(=O)O (acetic acid). Conditions: time 2 hour. The product is FC(C1=C(O[C@@H]2[C@@H](CC2)NCCO)C=CC=C1)(F)F (2-({cis-2-[2-(trifluoromethyl)phenoxy]cyclobutyl}amino)ethanol). Reaction SMILES: [F:1][C:2]([F:16])([F:15])[C:3]1[CH:14]=[CH:13][CH:12]=[CH:11][C:4]=1[O:5][CH:6]1[CH2:9][CH2:8][C:7]1=O.[NH2:17][CH2:18][CH2:19][OH:20].C(O[BH-](OC(=O)C)OC(=O)C)(=O)C.[Na+].[OH-].[Na+]>ClCCCl.C(O)(=O)C>[F:1][C:2]([F:16])([F:15])[C:3]1[CH:14]=[CH:13][CH:12]=[CH:11][C:4]=1[O:5][C@H:6]1[CH2:9][CH2:8][C@H:7]1[NH:17][CH2:18][CH2:19][OH:20] |f:2.3,4.5|. Procedure details: A solution of C4 (3.5 g, 15 mmol) and 2-aminoethanol (1.03 g, 16.8 mmol) in 1,2-dichloroethane (100 mL) was treated with sodium triacetoxyborohydride (5.62 g, 25.2 mmol) and stirred at room temperature for 2 hours. The reaction was treated with acetic acid (4 mL) and stirred at room temperature for 16 hours. Aqueous sodium hydroxide solution (1 N, 100 mL) was added and the mixture was extracted with dichloromethane (2×100 mL). The combined organic layers were dried over magnesium sulfate and con... Reactants: [Br-] (bromide), [H-].[Na+] (sodium hydride), CN(C)C=O (DMF), C(C)OC(CC1C(CCCC1)=O)=O ((2-oxo-cyclohexyl)-acetic acid ethyl ester). Run at temperature 0 celsius, time 1 hour. Yields the product C(C)OC(CC1C(CCCC1)=C)=O ((2-methylene-cyclohexyl)-acetic acid ethyl ester). The yield is 50.0%. Reaction SMILES: [Br-].[H-].[Na+].[CH2:4]([O:6][C:7](=[O:16])[CH2:8][CH:9]1[CH2:14][CH2:13][CH2:12][CH2:11][C:10]1=O)[CH3:5].[CH3:17]N(C=O)C>>[CH2:4]([O:6][C:7](=[O:16])[CH2:8][CH:9]1[CH2:14][CH2:13][CH2:12][CH2:11][C:10]1=[CH2:17])[CH3:5] |f:1.2|. Procedure details: Triphenylphosphoniummethyl bromide (6.9 g, 19.5 mmol) was added to a suspension of sodium hydride (0.78 g, 60% oil dispersion, 19.5 mmol) (hexane washed) in DMF (50 mL) cooled to 0° C. under a nitrogen atmosphere. The reaction was stirred for 1 h, and then (2-oxo-cyclohexyl)-acetic acid ethyl ester (3.0 g, 16.2 mmol) was added. The reaction was allowed to warm to room temperature and stirred for 18 h. The reaction was partitioned between ethyl acetate and water. The organic layer was washed with... The reactants are [N+](=O)(O)[O-] (nitric acid), C(C)(=O)NC1=CC=C(C=C1)C1=CC=NC=C1 (4-(4-acetamidophenyl)pyridine), [OH-].[Na+] (sodium hydroxide). Product: C(C)(=O)NC1=C(C=C(C=C1)C1=CC=NC=C1)[N+](=O)[O-] (4-(4-acetamido-3-nitrophenyl)pyridine). RXN SMILES: [N+:1]([O-:4])(O)=[O:2].[C:5]([NH:8][C:9]1[CH:14]=[CH:13][C:12]([C:15]2[CH:20]=[CH:19][N:18]=[CH:17][CH:16]=2)=[CH:11][CH:10]=1)(=[O:7])[CH3:6].[OH-].[Na+]>>[C:5]([NH:8][C:9]1[CH:10]=[CH:11][C:12]([C:15]2[CH:16]=[CH:17][N:18]=[CH:19][CH:20]=2)=[CH:13][C:14]=1[N+:1]([O-:4])=[O:2])(=[O:7])[CH3:6] |f:2.3|. Reported procedure: To 160 ml. of nitric acid (90%) cooled to less than 0°C. in an ice-ethanol bath was slowly added with stirring 42 g. of 4-(4-acetamidophenyl)pyridine over a period of about twenty minutes. The reaction mixture was then stirred for 45 minutes, keeping the reaction temperature below 0°C. The reaction mixture was then poured onto ice and the mixture treated with 35% aqueous sodium hydroxide solution, adding ice to keep the mixture cool. The resulting yellow solid was collected, washed with water an... Reactants: [BH4-].[Na+] (Sodium borohydride), CC[C@@]1(C2=C(COC1=O)C(=O)N3CC4=CC5=CC=CC=C5N=C4C3=C2)O ((S)-(+)-camptothecin). Run in CO (methanol). Run at temperature 55 celsius, time 16 hour. Yields the product C(C)C1(C(OCC=2C(N3CC=4C(=NC=5C=CC=CC5C4)C3=CC21)=O)O)O (4-ethyl-3,4-dihydroxy-1H-pyrano[3′,4′:6,7]indolizino[1,2-b]quinoline-14(4H,12H)-one). Reaction SMILES: [BH4-].[Na+].[CH3:3][CH2:4][C@@:5]1([OH:28])[C:10](=[O:11])[O:9][CH2:8][C:7]2[C:12]([N:14]3[C:26](=[CH:27][C:6]1=2)[C:25]1[C:16](=[CH:17][C:18]2[C:23]([N:24]=1)=[CH:22][CH:21]=[CH:20][CH:19]=2)[CH2:15]3)=[O:13]>CO>[CH2:4]([C:5]1([OH:28])[C:6]2[CH:27]=[C:26]3[N:14]([CH2:15][C:16]4[C:25]3=[N:24][C:23]3[CH:22]=[CH:21][CH:20]=[CH:19][C:18]=3[CH:17]=4)[C:12](=[O:13])[C:7]=2[CH2:8][O:9][CH:10]1[OH:11])[CH3:3] |f:0.1|. Reported procedure: Sodium borohydride (14 g, 370 mmol) is added in portions to a suspension of (S)-(+)-camptothecin (14 g, 40 mmol, that may be obtained using different commercial sources such as Aldrich Chemical Co. (Milwaukee, Wis.)), in methanol (750 ml) and the resulting mixture is heated slowly to 55° C. so as to obtain a clear solution that is then agitated for 16 hours at ambient temperature. The solvent is then evaporated under reduced pressure, the residue is recovered in water (250 ml), neutralized by th... Reactants: O=C(O)c1[nH]c(=O)n(C2CCCCC2OCc2ccccc2)c1-c1ccccc1, ClCCCl, CCN(C(C)C)C(C)C, CC(C)(C)OC(=O)N1CCNCC1, CN(C)C=O, O, On1nnc2ccccc21. Yields the product CC(C)(C)OC(=O)N1CCN(C(=O)c2[nH]c(=O)n(C3CCCCC3OCc3ccccc3)c2-c2ccccc2)CC1. As a reaction SMILES: [CH2:1]([c:2]1[cH:3][cH:4][cH:5][cH:6][cH:7]1)[O:8][CH:9]1[CH:10]([n:15]2[c:16](=[O:29])[nH:17][c:18]([C:26](=[O:27])[OH:28])[c:19]2-[c:20]2[cH:21][cH:22][cH:23][cH:24][cH:25]2)[CH2:11][CH2:12][CH2:13][CH2:14]1.[CH2:30]([Cl:31])[CH2:32][Cl:33].[CH:44]([N:45]([CH2:46][CH3:47])[CH:48]([CH3:49])[CH3:50])([CH3:51])[CH3:52].[N:53]1([C:59](=[O:60])[O:61][C:62]([CH3:63])([CH3:64])[CH3:65])[CH2:54][CH2:55][NH:56][CH2:57][CH2:58]1.[O:66]=[CH:67][N:68]([CH3:69])[CH3:70].[OH2:71].[OH:34][n:35]1[c:36]2[c:37]([cH:38][cH:39][cH:40][cH:41]2)[n:42][n:43]1>>[CH2:1]([c:2]1[cH:3][cH:4][cH:5][cH:6][cH:7]1)[O:8][CH:9]1[CH:10]([n:15]2[c:16](=[O:29])[nH:17][c:18]([C:26](=[O:27])[N:56]3[CH2:55][CH2:54][N:53]([C:59](=[O:60])[O:61][C:62]([CH3:63])([CH3:64])[CH3:65])[CH2:58][CH2:57]3)[c:19]2-[c:20]2[cH:21][cH:22][cH:23][cH:24][cH:25]2)[CH2:11][CH2:12][CH2:13][CH2:14]1. Starting materials: [BH4-], CCCN, CO, CN1C(=O)C(c2ccc(OC(F)F)cc2)(c2cccc(C=O)c2)N=C1N, [Na+], [Na+], [OH-]. The product is CCCNCc1cccc(C2(c3ccc(OC(F)F)cc3)N=C(N)N(C)C2=O)c1. Reaction SMILES: [BH4-:31].[CH3:27][CH2:28][CH2:29][NH2:30].[CH3:35][OH:36].[NH2:1][C:2]1=[N:6][C:5]([c:7]2[cH:8][cH:9][c:10]([O:13][CH:14]([F:15])[F:16])[cH:11][cH:12]2)([c:17]2[cH:18][c:19]([CH:20]=[O:21])[cH:22][cH:23][cH:24]2)[C:4](=[O:25])[N:3]1[CH3:26].[Na+:32].[Na+:34].[OH-:33]>>[NH2:1][C:2]1=[N:6][C:5]([c:7]2[cH:8][cH:9][c:10]([O:13][CH:14]([F:15])[F:16])[cH:11][cH:12]2)([c:17]2[cH:18][c:19]([CH2:20][NH:30][CH2:29][CH2:28][CH3:27])[cH:22][cH:23][cH:24]2)[C:4](=[O:25])[N:3]1[CH3:26]. Reactants: O=C(O)c1cc2cc(Cl)sc2[nH]1, CCN=C=NCCCN(C)C, ClCCl, CSCCN1C(=O)C(N)Cc2ccccc21, On1nnc2ccccc21. Product: CSCCN1C(=O)C(NC(=O)c2cc3cc(Cl)sc3[nH]2)Cc2ccccc21. Reaction SMILES: [C:12](=[O:13])([OH:14])[c:15]1[cH:16][c:17]2[c:18]([nH:19]1)[s:20][c:21]([Cl:23])[cH:22]2.[CH3:1][CH2:2][N:3]=[C:4]=[N:5][CH2:6][CH2:7][CH2:8][N:9]([CH3:10])[CH3:11].[Cl:50][CH2:51][Cl:52].[NH2:24][CH:25]1[C:26](=[O:39])[N:27]([CH2:35][CH2:36][S:37][CH3:38])[c:28]2[cH:29][cH:30][cH:31][cH:32][c:33]2[CH2:34]1.[OH:40][n:41]1[c:42]2[cH:43][cH:44][cH:45][cH:46][c:47]2[n:48][n:49]1>>[C:12](=[O:14])([c:15]1[cH:16][c:17]2[c:18]([nH:19]1)[s:20][c:21]([Cl:23])[cH:22]2)[NH:24][CH:25]1[C:26](=[O:39])[N:27]([CH2:35][CH2:36][S:37][CH3:38])[c:28]2[cH:29][cH:30][cH:31][cH:32][c:33]2[CH2:34]1. Starting materials: [N+](=O)([O-])C=1C(NC=C(C1)[N+](=O)[O-])=O (3,5-dinitro-2-pyridone), O.O.O.O.O.O.O.O.O.[S-2].[Na+].[Na+] (sodium sulfide nonahydrate), CO (methanol), [OH-].[NH4+] (ammonium hydroxide). Run in O (water). Product: NC=1C(NC=C(C1)[N+](=O)[O-])=O (3-amino-5-nitro-2-pyridone). As a reaction SMILES: [N+:1]([C:4]1[C:5](=[O:13])[NH:6][CH:7]=[C:8]([N+:10]([O-:12])=[O:11])[CH:9]=1)([O-])=O.CO.[OH-].[NH4+].O.O.O.O.O.O.O.O.O.[S-2].[Na+].[Na+]>O>[NH2:1][C:4]1[C:5](=[O:13])[NH:6][CH:7]=[C:8]([N+:10]([O-:12])=[O:11])[CH:9]=1 |f:2.3,4.5.6.7.8.9.10.11.12.13.14.15|. Reported procedure: A solution of 5.5 g. of 3,5-dinitro-2-pyridone in 200 ml. of methanol was adjusted to pH 8 with ammonium hydroxide. At 60-65° C., there was added slowly a solution of 10.8 g. of sodium sulfide nonahydrate in 30 ml. of water. After 1 hour at 60-65° C. the solvent was evaporated and the residue was extracted with hot benzene and acetic acid to neutralize any sodium salt. The benzene was decanted and cooled to give a precipitate. Recrystallization from methanol gave 3-amino-5-nitro-2-pyridone, m.p.... The reactants are ClCCl, CCC(NC(=O)C(CS(=O)(=O)CC1CC1)NC(=O)N1CCOCC1)C(O)c1noc(-c2ccccc2)n1. The product is CCC(NC(=O)C(CS(=O)(=O)CC1CC1)NC(=O)N1CCOCC1)C(=O)c1noc(-c2ccccc2)n1. Reaction SMILES: [CH2:38]([Cl:39])[Cl:40].[CH:1]1([CH2:4][S:5](=[O:6])(=[O:7])[CH2:8][CH:9]([C:10]([NH:11][CH:12]([CH2:13][CH3:14])[CH:15]([c:16]2[n:17][o:18][c:19](-[c:21]3[cH:22][cH:23][cH:24][cH:25][cH:26]3)[n:20]2)[OH:27])=[O:28])[NH:29][C:30](=[O:31])[N:32]2[CH2:33][CH2:34][O:35][CH2:36][CH2:37]2)[CH2:2][CH2:3]1>>[CH:1]1([CH2:4][S:5](=[O:6])(=[O:7])[CH2:8][CH:9]([C:10]([NH:11][CH:12]([CH2:13][CH3:14])[C:15]([c:16]2[n:17][o:18][c:19](-[c:21]3[cH:22][cH:23][cH:24][cH:25][cH:26]3)[n:20]2)=[O:27])=[O:28])[NH:29][C:30](=[O:31])[N:32]2[CH2:33][CH2:34][O:35][CH2:36][CH2:37]2)[CH2:2][CH2:3]1.